Dataset: the Open Reaction Database (ORD), a public repository of structured organic reaction records. Task: describe an organic reaction: reactants, conditions, products, and yield Yields the product COc1c(N2CC(C)C(N)C2)c(F)cc2c(=O)c(C(=O)O)cn(C3CC3)c12. The reactants are C[O-], CO, CC1CN(c2c(F)cc3c(=O)c(C(=O)O)cn(C4CC4)c3c2F)CC1N, [Na+], [Na]. RXN SMILES: [CH3:1][O-:2].[CH3:31][OH:32].[NH2:5][CH:6]1[CH2:7][N:8]([c:12]2[c:13]([F:30])[cH:14][c:15]3[c:16](=[O:29])[c:17]([C:26](=[O:27])[OH:28])[cH:18][n:19]([CH:23]4[CH2:24][CH2:25]4)[c:20]3[c:21]2[F:22])[CH2:9][CH:10]1[CH3:11].[Na+:3].[Na:4]>>[CH3:1][O:2][c:21]1[c:12]([N:8]2[CH2:7][CH:6]([NH2:5])[CH:10]([CH3:11])[CH2:9]2)[c:13]([F:30])[cH:14][c:15]2[c:16](=[O:29])[c:17]([C:26](=[O:27])[OH:28])[cH:18][n:19]([CH:23]3[CH2:24][CH2:25]3)[c:20]21. Reactants: [BH4-], O=CC1CCC2(CCC=CCC2)C1, CO, Cl, [Na+]. Product: OCC1CCC2(CCC=CCC2)C1. Reaction SMILES: [BH4-:14].[CH2:1]1[CH:2]([CH:12]=[O:13])[CH2:3][CH2:4][C:5]12[CH2:6][CH2:7][CH:8]=[CH:9][CH2:10][CH2:11]2.[CH3:17][OH:18].[ClH:16].[Na+:15]>>[CH2:1]1[CH:2]([CH2:12][OH:13])[CH2:3][CH2:4][C:5]12[CH2:6][CH2:7][CH:8]=[CH:9][CH2:10][CH2:11]2. Starting materials: O (H2O), C(C)(C)C=1C=CC(=C(C1)C1=C(C=C(C=C1)C(F)(F)F)CNCC1=CC(=CC(=C1)C(F)(F)F)[N+](=O)[O-])OC ({[5′-isopropyl-2′-methoxy-4-(trifluoromethyl)biphenyl-2-yl]methyl}[3-nitro-5-(trifluoromethyl)benzyl]amine), ClC(=O)OC (methyl chloroformate), C(C)(C)N(C(C)C)CC (N,N-diisopropylethylamine). Run in C(Cl)Cl (CH2Cl2). Yields the product C(C)(C)C=1C=CC(=C(C1)C1=C(C=C(C=C1)C(F)(F)F)CN(C(OC)=O)CC1=CC(=CC(=C1)C(F)(F)F)[N+](=O)[O-])OC (methyl {[5′-isopropyl-2′-methoxy-4-(trifluoromethyl)biphenyl-2-yl]methyl}[3-nitro-5-(trifluoromethyl)benzyl]carbamate). As a reaction SMILES: [CH:1]([C:4]1[CH:5]=[CH:6][C:7]([O:36][CH3:37])=[C:8]([C:10]2[CH:15]=[CH:14][C:13]([C:16]([F:19])([F:18])[F:17])=[CH:12][C:11]=2[CH2:20][NH:21][CH2:22][C:23]2[CH:28]=[C:27]([C:29]([F:32])([F:31])[F:30])[CH:26]=[C:25]([N+:33]([O-:35])=[O:34])[CH:24]=2)[CH:9]=1)([CH3:3])[CH3:2].Cl[C:39]([O:41][CH3:42])=[O:40].C(N(CC)C(C)C)(C)C.O>C(Cl)Cl>[CH:1]([C:4]1[CH:5]=[CH:6][C:7]([O:36][CH3:37])=[C:8]([C:10]2[CH:15]=[CH:14][C:13]([C:16]([F:18])([F:19])[F:17])=[CH:12][C:11]=2[CH2:20][N:21]([CH2:22][C:23]2[CH:28]=[C:27]([C:29]([F:30])([F:31])[F:32])[CH:26]=[C:25]([N+:33]([O-:35])=[O:34])[CH:24]=2)[C:39](=[O:40])[O:41][CH3:42])[CH:9]=1)([CH3:3])[CH3:2]. Procedure: To a solution of {[5′-isopropyl-2′-methoxy-4-(trifluoromethyl)biphenyl-2-yl]methyl}[3-nitro-5-(trifluoromethyl)benzyl]amine (428 mg, 0.81 mmol) and methyl chloroformate (126 μL, 1.39 mmol) in CH2Cl2 (10 mL) was added N,N-diisopropylethylamine (566 μL, 3.25 mmol). The reaction was stirred at room temperature for twenty minutes and then was poured into H2O (25 mL). The mixture was extracted with EtOAc (70 mL), and the organic extracts were washed with brine (25 mL), dried over Na2SO4, filtered, an... Yields the product O=C(O)C1CC(O)CN1C(=O)OCc1ccccc1. The reactants are O=C(Cl)OCc1ccccc1, [Na+], [OH-], O, O=C(O)C1CC(O)CN1. As a reaction SMILES: [CH2:10]([c:11]1[cH:12][cH:13][cH:14][cH:15][cH:16]1)[O:17][C:18](=[O:19])[Cl:20].[Na+:23].[OH-:22].[OH2:21].[OH:1][CH:2]1[CH2:3][NH:4][CH:5]([C:7]([OH:8])=[O:9])[CH2:6]1>>[OH:1][CH:2]1[CH2:3][N:4]([C:18]([O:17][CH2:10][c:11]2[cH:12][cH:13][cH:14][cH:15][cH:16]2)=[O:19])[CH:5]([C:7]([OH:8])=[O:9])[CH2:6]1. Reactants: CO (methanol), BrC=1C=C2C(C(=O)NC2=O)=CC1 (4-bromophthalimide), Cl (HCl). The solvent is O (water), C1CCOC1 (THF). Conditions: temperature 0 celsius. Yields the product BrC=1C=C2CNCC2=CC1 (5-bromo-2,3-dihydro-1H-isoindole). The yield is 38.3%. Reaction SMILES: [Br:1][C:2]1[CH:3]=[C:4]2[C:9](=O)[NH:8][C:6](=O)[C:5]2=[CH:11][CH:12]=1.CO.Cl>C1COCC1.O>[Br:1][C:2]1[CH:3]=[C:4]2[C:5](=[CH:11][CH:12]=1)[CH2:6][NH:8][CH2:9]2. Procedure details: 280 ml of 1M Borane-THF complex was added dropwise to a stirred solution of 4-bromophthalimide (20.85 g; 92.2 mmol) in anhydrous THF (200 ml) at 0° C. then heated at reflux overnight. The reaction was cooled to 0° C. then treated cautiously with methanol (100 ml) followed by 2M HCl (100 ml) then heated at reflux for 3 hours. The reaction mixture was cooled and the organics evaporated. The aqueous was diluted with water (100 ml) the extracted with DCM (×3). The aqueous was basified with 2M NaOH t... Reactants: CN1C=C(C=C1C(C1=CC=CC=C1)=O)C(=O)[O-] (1-Methyl-5-benzoylpyrrole-3-carboxylate), C[O-].[Na+] (sodium methoxide). The solvent is CC(=O)C (acetone). Product: CN1C=C(C=C1C(C1=CC=CC=C1)=O)C(=O)[O-].[Na+] (Sodium 1-methyl-5-benzoylpyrrole-3-carboxylate). RXN SMILES: [CH3:1][N:2]1[C:6]([C:7](=[O:14])[C:8]2[CH:13]=[CH:12][CH:11]=[CH:10][CH:9]=2)=[CH:5][C:4]([C:15]([O-:17])=[O:16])=[CH:3]1.C[O-].[Na+:20]>CC(C)=O>[CH3:1][N:2]1[C:6]([C:7](=[O:14])[C:8]2[CH:13]=[CH:12][CH:11]=[CH:10][CH:9]=2)=[CH:5][C:4]([C:15]([O-:17])=[O:16])=[CH:3]1.[Na+:20] |f:1.2,4.5|. Procedure details: 1-Methyl-5-benzoylpyrrole-3-carboxylate is dissolved by warming in acetone. An equivalent of sodium methoxide is added with stirring. Sodium 1-methyl-5-benzoylpyrrole-3-carboxylate is isolated by evaporation to dryness or by precipitation resulting from addition of a non-solvent (ether or pentane). The reactants are Cc1ccccc1, CCOC=C(C(=O)OCC)C(=O)c1cc(F)c(Cl)nc1Cl, Nc1c(F)cc(F)cc1F. Yields the product CCOC(=O)C(=CNc1c(F)cc(F)cc1F)C(=O)c1cc(F)c(Cl)nc1Cl. RXN SMILES: [CH3:32][c:33]1[cH:34][cH:35][cH:36][cH:37][cH:38]1.[Cl:11][c:12]1[c:13]([C:14](=[O:15])[C:16]([C:17](=[O:18])[O:19][CH2:20][CH3:21])=[CH:22][O:23][CH2:24][CH3:25])[cH:26][c:27]([F:31])[c:28]([Cl:30])[n:29]1.[F:1][c:2]1[c:3]([NH2:4])[c:5]([F:10])[cH:6][c:7]([F:9])[cH:8]1>>[F:1][c:2]1[c:3]([NH:4][CH:22]=[C:16]([C:14]([c:13]2[c:12]([Cl:11])[n:29][c:28]([Cl:30])[c:27]([F:31])[cH:26]2)=[O:15])[C:17](=[O:18])[O:19][CH2:20][CH3:21])[c:5]([F:10])[cH:6][c:7]([F:9])[cH:8]1.